Dataset: the Open Reaction Database (ORD), a public repository of structured organic reaction records. Task: describe an organic reaction: reactants, conditions, products, and yield Starting materials: CO (methanol), FC1=CC=C(C(=O)C2CCNCC2)C=C1 (4-(4-fluorobenzoyl)piperidine), C(C)C1=CC=C(C=C1)C1OC1 (2-(4-ethylphenyl)-oxirane), C(=O)(N1C=NC=C1)N1C=NC=C1 (1,1′-carbonyl diimidazole). The solvent is C(C)(C)O (isopropanol), O (water). Reaction conditions: time 4 hour. The product is COC(OC(CN1CCC(CC1)C(C1=CC=C(C=C1)F)=O)C1=CC=C(C=C1)CC)=O (carbonic acid 1-(4-ethyl-phenyl)-2-[4-(4-fluoro-benzoyl)-piperidin-1-yl]-ethyl ester methyl ester). RXN SMILES: [F:1][C:2]1[CH:15]=[CH:14][C:5]([C:6]([CH:8]2[CH2:13][CH2:12][NH:11][CH2:10][CH2:9]2)=[O:7])=[CH:4][CH:3]=1.[CH2:16]([C:18]1[CH:23]=[CH:22][C:21]([CH:24]2[CH2:26][O:25]2)=[CH:20][CH:19]=1)[CH3:17].[C:27](N1C=CN=C1)(N1C=CN=C1)=[O:28].[CH3:39][OH:40]>C(O)(C)C.O>[CH3:39][O:40][C:27](=[O:28])[O:25][CH:24]([C:21]1[CH:20]=[CH:19][C:18]([CH2:16][CH3:17])=[CH:23][CH:22]=1)[CH2:26][N:11]1[CH2:12][CH2:13][CH:8]([C:6](=[O:7])[C:5]2[CH:4]=[CH:3][C:2]([F:1])=[CH:15][CH:14]=2)[CH2:9][CH2:10]1. Procedure: A mixture of 4-(4-fluorobenzoyl)piperidine (5 mmol) and 2-(4-ethylphenyl)-oxirane (5 mmol) was refluxed in 30 ml of isopropanol for 4 h. This solution was then concentrated on a rotary evaporator and diluted with ethyl acetate. This mixture was then washed with brine, the resulting organic layer was dried and concentrated in vacuo. The crude product was dissolved in THF (50 ml) and was added with 1,1′-carbonyl diimidazole (2 mmol) at 0° C. The reaction mixture was stirred at room temperature for... The reactants are CN1CCC2(CC1)CCOC1=CC=3C=CC=NC3C=C12 (2,3-dihydro-1'-methylspiro[4H-pyrano[2,3-g]quinoline-4,4' piperidine]). Reagents/catalysts: O=[Pt]=O (PtO2). Run in C(C)O (ethanol), C(C)(=O)O (acetic acid). Yields the product CN1CCC2(CC1)CCOC1=CC=3CCCNC3C=C12 (2,3,6,7,8,9-Hexahydro-1'-methylspiro[4H pyrano[2,3-g]quinoline-4,4' piperidine]). The yield is 91.8%. Reaction SMILES: [CH3:1][N:2]1[CH2:7][CH2:6][C:5]2([C:20]3[C:11](=[CH:12][C:13]4[CH:14]=[CH:15][CH:16]=[N:17][C:18]=4[CH:19]=3)[O:10][CH2:9][CH2:8]2)[CH2:4][CH2:3]1>C(O)C.C(O)(=O)C.O=[Pt]=O>[CH3:1][N:2]1[CH2:7][CH2:6][C:5]2([C:20]3[C:11](=[CH:12][C:13]4[CH2:14][CH2:15][CH2:16][NH:17][C:18]=4[CH:19]=3)[O:10][CH2:9][CH2:8]2)[CH2:4][CH2:3]1. Reported procedure: A solution of 2,3-dihydro-1'-methylspiro[4H-pyrano[2,3-g]quinoline-4,4' piperidine] (D106, 150 mg, 0.0006 mole) in ethanol (50 ml) and glacial acetic acid (2 ml) was hydrogenated over PtO2 (35 mg) at 50 psi for 2 days. The catalyst was removed by filtration through kieselguhr and the filtrate concentrated in vacuo. The residue was purified by chromatography on silica gel eluting with 30% MeOH/dichloromethane with 1% ammonia solution to afford the title compound (150 mg, 99%). Reactants: COC(=O)C(C)c1ccc(CC2CCCC2=O)c(Cl)c1, CO, Cl, [K+], [OH-]. Product: CC(C(=O)O)c1ccc(CC2CCCC2=O)c(Cl)c1. As a reaction SMILES: [CH3:1][O:2][C:3]([CH:4]([CH3:5])[c:6]1[cH:7][c:8]([Cl:19])[c:9]([CH2:12][CH:13]2[C:14](=[O:18])[CH2:15][CH2:16][CH2:17]2)[cH:10][cH:11]1)=[O:20].[CH3:24][OH:25].[ClH:23].[K+:22].[OH-:21]>>[O:2]=[C:3]([CH:4]([CH3:5])[c:6]1[cH:7][c:8]([Cl:19])[c:9]([CH2:12][CH:13]2[C:14](=[O:18])[CH2:15][CH2:16][CH2:17]2)[cH:10][cH:11]1)[OH:20]. Starting materials: COc1ccccc1C=[N+]1CCCCC1, COc1ccc2ccc(O)cc2c1, [Cl-]. The product is COc1ccc2ccc(O)c(C(c3ccccc3OC)N3CCCCC3)c2c1. Reaction SMILES: [CH3:15][O:16][c:17]1[c:18]([CH:19]=[N+:20]2[CH2:21][CH2:22][CH2:23][CH2:24][CH2:25]2)[cH:26][cH:27][cH:28][cH:29]1.[CH3:1][O:2][c:3]1[cH:4][cH:5][c:6]2[cH:7][cH:8][c:9]([OH:13])[cH:10][c:11]2[cH:12]1.[Cl-:14]>>[CH3:1][O:2][c:3]1[cH:4][cH:5][c:6]2[cH:7][cH:8][c:9]([OH:13])[c:10]([CH:19]([c:18]3[c:17]([O:16][CH3:15])[cH:29][cH:28][cH:27][cH:26]3)[N:20]3[CH2:21][CH2:22][CH2:23][CH2:24][CH2:25]3)[c:11]2[cH:12]1. The reactants are O=C(Cl)CC12CC3CC(CC(C3)C1)C2, Nc1ccc2[nH]ncc2c1. The product is O=C(CC12CC3CC(CC(C3)C1)C2)Nc1ccc2[nH]ncc2c1. Reaction SMILES: [C:1]12([CH2:11][C:12](=[O:13])[Cl:14])[CH2:2][CH:3]3[CH2:4][CH:5]([CH2:6][CH:7]([CH2:8]1)[CH2:9]3)[CH2:10]2.[NH2:15][c:16]1[cH:17][c:18]2[cH:19][n:20][nH:21][c:22]2[cH:23][cH:24]1>>[C:1]12([CH2:11][C:12](=[O:13])[NH:15][c:16]3[cH:17][c:18]4[cH:19][n:20][nH:21][c:22]4[cH:23][cH:24]3)[CH2:2][CH:3]3[CH2:4][CH:5]([CH2:6][CH:7]([CH2:8]1)[CH2:9]3)[CH2:10]2. Reaction SMILES: [CH:1]1([NH:6][C:7]2[N:15]=[CH:14][N:13]=[C:12]3[C:8]=2[N:9]=[CH:10][N:11]3[C@H:16]2[C@@H:20]3[O:21][C:22]([CH3:25])([CH3:24])[O:23][C@@H:19]3[C@@H:18]([C:26]([OH:28])=[O:27])[O:17]2)[CH2:5][CH2:4][CH2:3][CH2:2]1.[CH2:29](OC1C=CC2C(=CC=CC=2)N1C(OCC)=O)C>CO>[CH3:29][O:27][C:26]([C@@H:18]1[C@@H:19]2[C@@H:20]([O:21][C:22]([CH3:24])([CH3:25])[O:23]2)[C@H:16]([N:11]2[CH:10]=[N:9][C:8]3[C:12]2=[N:13][CH:14]=[N:15][C:7]=3[NH:6][CH:1]2[CH2:2][CH2:3][CH2:4][CH2:5]2)[O:17]1)=[O:28]. Isolated yield 74.2%. Reactants: C1(CCCC1)NC1=C2N=CN(C2=NC=N1)[C@@H]1O[C@@H]([C@@H]2[C@H]1OC(O2)(C)C)C(=O)O ((3aS,4S,6R,6aR)-6-(6-cyclopentylamino-purin-9-yl)-2,2-dimethyl-tetrahydro-furo[3,4-d][1,3]dioxole-4-carboxylic acid), C(C)OC1N(C2=CC=CC=C2C=C1)C(=O)OCC (2-ethoxy-1-ethoxycarbonyl-1,2-dihydroquinoline). Reported procedure: A solution of (3aS,4S,6R,6aR)-6-(6-cyclopentylamino-purin-9-yl)-2,2-dimethyl-tetrahydro-furo[3,4-d][1,3]dioxole-4-carboxylic acid (3.018 g) and 2-ethoxy-1-ethoxycarbonyl-1,2-dihydroquinoline (2.66 g) in methanol (120 ml) was heated under reflux for 17 h. The resulting mixture was concentrated in vacuo and the residue dissolved in ethyl acetate (150 ml). The solution was washed with 0.5M aqueous citric acid solution (3×25 ml) and brine (50 ml), dried (magnesium sulphate), and evaporated in vacuo ... The solvent is CO (methanol). Yields the product COC(=O)[C@H]1O[C@H]([C@@H]2OC(O[C@@H]21)(C)C)N2C1=NC=NC(=C1N=C2)NC2CCCC2 ((3aS,4S,6R,6aR)-6-(6-Cyclopentylamino-purin-9-yl)-2,2-dimethyl-tetrahydro-furo[3,4-d][1,3]dioxole-4-carboxylic Acid Methyl Ester). Starting materials: [OH-].[Na+] (sodium hydroxide), C(C)(C)C(C#N)C1=CC=C(C=C1)OC(C(F)F)(F)F (α-isopropyl-p-(1,1,2,2-tetrafluoroethoxy)phenylacetonitrile), C(CO)O (ethylene glycol). Conditions: temperature 135 celsius. The product is CC(C(C(=O)O)C1=CC=C(C=C1)OC(C(F)F)(F)F)C (3-Methyl-2-[p-(1,1,2,2-tetrafluoroethoxy)phenyl]butyric acid). Yield: 89.0%. Reaction SMILES: [OH-:1].[Na+].[CH:3]([CH:6]([C:9]1[CH:14]=[CH:13][C:12]([O:15][C:16]([F:21])([F:20])[CH:17]([F:19])[F:18])=[CH:11][CH:10]=1)[C:7]#N)([CH3:5])[CH3:4].C(O)C[OH:24]>>[CH3:4][CH:3]([CH3:5])[CH:6]([C:9]1[CH:14]=[CH:13][C:12]([O:15][C:16]([F:21])([F:20])[CH:17]([F:19])[F:18])=[CH:11][CH:10]=1)[C:7]([OH:24])=[O:1] |f:0.1|. Procedure: A stirred mixture of 48.0 g (24.0 g real, 0.60 mol) of 50% sodium hydroxide, 21.78 g (0.0791 mol) of α-isopropyl-p-(1,1,2,2-tetrafluoroethoxy)phenylacetonitrile, and 240 ml of ethylene glycol is heated at 135° C. for 12 hours. After dilution with 600 ml of water the reaction mixture is washed twice with 100 ml of ether. The water layer is acidified with concentrated hydrochloric acid and then extracted twice with 300 ml of ether. The ether solution is washed twice with 500 ml of water, dried wit...